Dataset: the Open Reaction Database (ORD), a public repository of structured organic reaction records. Task: describe an organic reaction: reactants, conditions, products, and yield The reactants are CCN=C=NCCCN(C)C, CCN(C(C)C)C(C)C, Cl, O=C(O)c1cn(-c2cccc(F)c2)nn1, Nc1cccc(F)c1, NCC(=O)N1CCC(Oc2cccc(C(F)(F)F)c2)CC1, CN(C)C=O, O, On1nnc2ccccc21. Product: O=C(NCC(=O)N1CCC(Oc2cccc(C(F)(F)F)c2)CC1)c1cn(-c2cccc(F)c2)nn1. RXN SMILES: [CH3:43][CH2:44][N:45]=[C:46]=[N:47][CH2:48][CH2:49][CH2:50][N:51]([CH3:52])[CH3:53].[CH:1]([N:2]([CH2:3][CH3:4])[CH:5]([CH3:6])[CH3:7])([CH3:8])[CH3:9].[ClH:54].[F:10][c:11]1[cH:12][c:13](-[n:17]2[n:18][n:19][c:20]([C:22](=[O:23])[OH:24])[cH:21]2)[cH:14][cH:15][cH:16]1.[NH2:25][c:26]1[cH:27][c:28]([F:29])[cH:30][cH:31][cH:32]1.[NH2:55][CH2:56][C:57](=[O:58])[N:59]1[CH2:60][CH2:61][CH:62]([O:65][c:66]2[cH:67][c:68]([C:72]([F:73])([F:74])[F:75])[cH:69][cH:70][cH:71]2)[CH2:63][CH2:64]1.[O:76]=[CH:77][N:78]([CH3:79])[CH3:80].[OH2:81].[OH:33][n:34]1[c:35]2[c:36]([cH:37][cH:38][cH:39][cH:40]2)[n:41][n:42]1>>[F:10][c:11]1[cH:12][c:13](-[n:17]2[n:18][n:19][c:20]([C:22](=[O:24])[NH:55][CH2:56][C:57](=[O:58])[N:59]3[CH2:60][CH2:61][CH:62]([O:65][c:66]4[cH:67][c:68]([C:72]([F:73])([F:74])[F:75])[cH:69][cH:70][cH:71]4)[CH2:63][CH2:64]3)[cH:21]2)[cH:14][cH:15][cH:16]1. The reactants are CN(C)C=O, ClCc1ccc(Cl)cc1, Oc1ccc(Oc2cccc(Cl)c2)cc1Cl, [H-], [Na+]. Yields the product Clc1ccc(COc2ccc(Oc3cccc(Cl)c3)cc2Cl)cc1. Reaction SMILES: [CH3:28][N:29]([CH3:30])[CH:31]=[O:32].[Cl:19][c:20]1[cH:21][cH:22][c:23]([CH2:24][Cl:25])[cH:26][cH:27]1.[Cl:3][c:4]1[c:5]([OH:18])[cH:6][cH:7][c:8]([O:10][c:11]2[cH:12][c:13]([Cl:17])[cH:14][cH:15][cH:16]2)[cH:9]1.[H-:1].[Na+:2]>>[Cl:3][c:4]1[c:5]([O:18][CH2:24][c:23]2[cH:22][cH:21][c:20]([Cl:19])[cH:27][cH:26]2)[cH:6][cH:7][c:8]([O:10][c:11]2[cH:12][c:13]([Cl:17])[cH:14][cH:15][cH:16]2)[cH:9]1. Starting materials: ClC(C(=O)N(C)C)C (2-chloro-N,N-dimethylpropionamide), ClC1=C(C=CC(=C1)C)C1=NNC=C1C (3-(2-chloro-4-methylphenyl)-4-methylpyrazole), CC=1C(=NNC1)C1=CC=CC=C1 (4-methyl-3-phenylpyrazole). Procedure details: Using the procedure of Example 1, but substituting 2-bromo-N,N-dimethylbutyramide for 2-chloro-N,N-dimethylpropionamide and 3-(2-chloro-4-methylphenyl)-4-methylpyrazole for 4-methyl-3-phenylpyrazole there is obtained 3-(2-chloro-4-methylphenyl)-α-ethyl-N,N,4-trimethylpyrazole-1-acetamide isolated as an oil. The product is ClC1=C(C=CC(=C1)C)C1=NN(C=C1C)C(C(=O)N(C)C)CC (3-(2-chloro-4-methylphenyl)-α-ethyl-N,N,4-trimethylpyrazole-1-acetamide). RXN SMILES: Cl[CH:2]([CH3:8])[C:3]([N:5]([CH3:7])[CH3:6])=[O:4].[Cl:9][C:10]1[CH:15]=[C:14]([CH3:16])[CH:13]=[CH:12][C:11]=1[C:17]1[C:21]([CH3:22])=[CH:20][NH:19][N:18]=1.[CH3:23]C1C(C2C=CC=CC=2)=NNC=1>>[Cl:9][C:10]1[CH:15]=[C:14]([CH3:16])[CH:13]=[CH:12][C:11]=1[C:17]1[C:21]([CH3:22])=[CH:20][N:19]([CH:2]([CH2:8][CH3:23])[C:3]([N:5]([CH3:7])[CH3:6])=[O:4])[N:18]=1. The reactants are BrC1=C(C=C(C=C1)O)F (4-bromo-3-fluorophenol), CI (CH3I), O1CCCC1 (tetrahydrofuran), [OH-].[K+] (potassium hydroxide). The solvent is Petroleum ether, CCOC(=O)C (EtOAc). Run at temperature 30 celsius, time 4 hour. Yields the product BrC1=C(C=C(C=C1)OC)F (1-bromo-2-fluoro-4-methoxybenzene). RXN SMILES: [Br:1][C:2]1[CH:7]=[CH:6][C:5]([OH:8])=[CH:4][C:3]=1[F:9].O1CCC[CH2:11]1.[OH-].[K+].CI>CCOC(C)=O>[Br:1][C:2]1[CH:7]=[CH:6][C:5]([O:8][CH3:11])=[CH:4][C:3]=1[F:9] |f:2.3|. Reported procedure: Into a 250-mL round-bottom flask, was placed 4-bromo-3-fluorophenol (5.0 g, 26.18 mmol, 1.00 equiv), tetrahydrofuran (50 mL). This was followed by the addition of potassium hydroxide (2.94 g, 52.40 mmol, 2.00 equiv) in portions. To this was added CH3I (5.6 g, 39.45 mmol, 1.51 equiv) dropwise. The resulting solution was stirred for 4 h at 30° C. TLC (Petroleum ether: EtOAc=1:4) controlled the reaction process. The reaction was then quenched by the addition of 30 mL of water. The resulting solutio... The reactants are ClC1=C2C(=NC=C1)NC=C2 (4-Chloro-1H-pyrrolo[2,3-b]pyridine), crude product, [OH-].[Na+] (NaOH), [Na+].[I-] (NaI), C(C)(=O)Cl (acetyl chloride). Solvent: C1CCOC1 (THF), C(C)#N (acetonitrile). Conditions: temperature 80 celsius, time 4 day. The product is IC1=C2C(=NC=C1)NC=C2 (4-Iodo-1H-pyrrolo[2,3-b]pyridine). Isolated yield 47.4%. As a reaction SMILES: Cl[C:2]1[CH:7]=[CH:6][N:5]=[C:4]2[NH:8][CH:9]=[CH:10][C:3]=12.[Na+].[I-:12].C(Cl)(=O)C.[OH-].[Na+]>C(#N)C.C1COCC1>[I:12][C:2]1[CH:7]=[CH:6][N:5]=[C:4]2[NH:8][CH:9]=[CH:10][C:3]=12 |f:1.2,4.5|. Procedure details: To a solution of 4-Chloro-1H-pyrrolo[2,3-b]pyridine (12.9 g, 84.3 mmol) and NaI (40 g, 168 mmol) in acetonitrile (150 mL) was slowly added acetyl chloride (12.6 mL, 176 mmol). The mixture was allowed to stir at 80° C. for 4 days, and then the excess acetonitrile was removed in vacuo. 300 mL of 10% K2CO3 (aq) was added to the residue and the mixture extracted with CH2Cl2 (3×100 mL). The combined organic extracts were washed with 10% sodium bisulfite (aq) and brine, dried over anhydrous sodium sul... Starting materials: C(C)(C)N(C(C)C)CC (N,N-diisopropylethylamine), I.COC=1C=C(C=CC1N1N=C(N=C1)C)NC(=N)SC (Methyl 3-methoxy-4-(3-methyl-1H-1,2,4-triazol-1-yl)phenylcarbamimidothioate, hydroiodide), ClCCCCC(C(=O)O)C1=CC=C(C=C1)OCC (6-chloro-2-(4-ethoxyphenyl)hexanoic acid), NN (hydrazine), CN1CCOCC1 (N-methylmorpholine). The product is ClCCCCC(C1=CC=C(C=C1)OCC)C1=NC(=NN1)NC1=CC(=C(C=C1)N1N=C(N=C1)C)OC (5-(5-chloro-1-(4-ethoxyphenyl)pentyl)-N-(3-methoxy-4-(3-methyl-1H-1,2,4-triazol-1-yl)phenyl)-1H-1,2,4-triazol-3-amine). Reaction SMILES: I.[CH3:2][O:3][C:4]1[CH:5]=[C:6]([NH:16][C:17](SC)=[NH:18])[CH:7]=[CH:8][C:9]=1[N:10]1[CH:14]=[N:13][C:12]([CH3:15])=[N:11]1.[Cl:21][CH2:22][CH2:23][CH2:24][CH2:25][CH:26]([C:30]1[CH:35]=[CH:34][C:33]([O:36][CH2:37][CH3:38])=[CH:32][CH:31]=1)[C:27](O)=O.CN1CCOCC1.C(N(CC)C(C)C)(C)C.[NH2:55][NH2:56]>>[Cl:21][CH2:22][CH2:23][CH2:24][CH2:25][CH:26]([C:27]1[NH:56][N:55]=[C:17]([NH:16][C:6]2[CH:7]=[CH:8][C:9]([N:10]3[CH:14]=[N:13][C:12]([CH3:15])=[N:11]3)=[C:4]([O:3][CH3:2])[CH:5]=2)[N:18]=1)[C:30]1[CH:31]=[CH:32][C:33]([O:36][CH2:37][CH3:38])=[CH:34][CH:35]=1 |f:0.1|. Procedure details: Methyl 3-methoxy-4-(3-methyl-1H-1,2,4-triazol-1-yl)phenylcarbamimidothioate, hydroiodide (0.500 g, 1.23 mmol), from preparation F) and 6-chloro-2-(4-ethoxyphenyl)hexanoic acid (0.367 g, 1.36 mmol, from preparation AAN) were coupled [N-methylmorpholine (0.678 mL, 6.17 mmol) was substituted for N,N-diisopropylethylamine] and then reacted with hydrazine (0.155 mL, 4.94 mmol) using a procedure analogous to Step A of Example 13. After an aqueous workup, 5-(5-chloro-1-(4-ethoxyphenyl)pentyl)-N-(3-meth... The reactants are O=C([O-])[O-], Nc1ncnc2c1c(I)cn2CC1CC1, [Na+], [Na+], CN(C)C=O, CC1(C)CB(c2ccc3ccc(-c4ccccc4)nc3c2)OC1(C)C, c1ccc(P(c2ccccc2)(c2ccccc2)[Pd](P(c2ccccc2)(c2ccccc2)c2ccccc2)(P(c2ccccc2)(c2ccccc2)c2ccccc2)P(c2ccccc2)(c2ccccc2)c2ccccc2)cc1. Yields the product Nc1ncnc2c1c(-c1ccc3ccc(-c4ccccc4)nc3c1)cn2CC1CC1. As a reaction SMILES: [C:41](=[O:42])([O-:43])[O-:44].[CH:1]1([CH2:4][n:5]2[cH:6][c:7]([I:15])[c:8]3[c:9]2[n:10][cH:11][n:12][c:13]3[NH2:14])[CH2:2][CH2:3]1.[Na+:45].[Na+:46].[O:47]=[CH:48][N:49]([CH3:50])[CH3:51].[c:16]1(-[c:22]2[n:23][c:24]3[cH:25][c:26]([B:32]4[O:33][C:34]([CH3:35])([CH3:36])[C:37]([CH3:38])([CH3:39])[CH2:40]4)[cH:27][cH:28][c:29]3[cH:30][cH:31]2)[cH:17][cH:18][cH:19][cH:20][cH:21]1.[cH:52]1[cH:53][cH:54][c:55]([P:56]([Pd:57]([P:58]([c:59]2[cH:60][cH:61][cH:62][cH:63][cH:64]2)([c:65]2[cH:66][cH:67][cH:68][cH:69][cH:70]2)[c:71]2[cH:72][cH:73][cH:74][cH:75][cH:76]2)([P:77]([c:78]2[cH:79][cH:80][cH:81][cH:82][cH:83]2)([c:84]2[cH:85][cH:86][cH:87][cH:88][cH:89]2)[c:90]2[cH:91][cH:92][cH:93][cH:94][cH:95]2)[P:96]([c:97]2[cH:98][cH:99][cH:100][cH:101][cH:102]2)([c:103]2[cH:104][cH:105][cH:106][cH:107][cH:108]2)[c:109]2[cH:110][cH:111][cH:112][cH:113][cH:114]2)([c:115]2[cH:116][cH:117][cH:118][cH:119][cH:120]2)[c:121]2[cH:122][cH:123][cH:124][cH:125][cH:126]2)[cH:127][cH:128]1>>[CH:1]1([CH2:4][n:5]2[cH:6][c:7](-[c:26]3[cH:25][c:24]4[n:23][c:22](-[c:16]5[cH:17][cH:18][cH:19][cH:20][cH:21]5)[cH:31][cH:30][c:29]4[cH:28][cH:27]3)[c:8]3[c:9]2[n:10][cH:11][n:12][c:13]3[NH2:14])[CH2:2][CH2:3]1. Reactants: CCOC(=O)CBr, C1CCOC1, [H-], [Na+], O, c1c[nH]cn1. Product: CCOC(=O)Cn1ccnc1. As a reaction SMILES: [Br:8][CH2:9][C:10](=[O:11])[O:12][CH2:13][CH3:14].[CH2:15]1[O:16][CH2:17][CH2:18][CH2:19]1.[H-:2].[Na+:1].[OH2:20].[nH:3]1[cH:4][n:5][cH:6][cH:7]1>>[n:3]1([CH2:9][C:10](=[O:11])[O:12][CH2:13][CH3:14])[cH:4][n:5][cH:6][cH:7]1. Reactants: Cc1nc(Br)sc1C(=O)NCc1ccccc1, C#C[Si](C)(C)C, Cc1ccccc1, CCOC(C)=O, CCN(C(C)C)C(C)C, [Cu]I, [Li+], [OH-], Cl[Pd]Cl, c1ccc(P(c2ccccc2)c2ccccc2)cc1, c1ccc(P(c2ccccc2)c2ccccc2)cc1. The product is C#Cc1nc(C)c(C(=O)NCc2ccccc2)s1. Reaction SMILES: [CH2:1]([c:2]1[cH:3][cH:4][cH:5][cH:6][cH:7]1)[NH:8][C:9](=[O:10])[c:11]1[c:12]([CH3:17])[n:13][c:14]([Br:16])[s:15]1.[CH3:27][Si:28]([C:29]#[CH:30])([CH3:31])[CH3:32].[CH3:35][c:36]1[cH:37][cH:38][cH:39][cH:40][cH:41]1.[CH3:42][CH2:43][O:44][C:45](=[O:46])[CH3:47].[CH:18]([CH3:19])([N:20]([CH2:21][CH3:22])[CH:23]([CH3:24])[CH3:25])[CH3:26].[Cu:48][I:49].[Li+:33].[OH-:34].[Pd:50]([Cl:51])[Cl:52].[c:53]1([P:54]([c:55]2[cH:56][cH:57][cH:58][cH:59][cH:60]2)[c:61]2[cH:62][cH:63][cH:64][cH:65][cH:66]2)[cH:67][cH:68][cH:69][cH:70][cH:71]1.[c:72]1([P:73]([c:74]2[cH:75][cH:76][cH:77][cH:78][cH:79]2)[c:80]2[cH:81][cH:82][cH:83][cH:84][cH:85]2)[cH:86][cH:87][cH:88][cH:89][cH:90]1>>[CH2:1]([c:2]1[cH:3][cH:4][cH:5][cH:6][cH:7]1)[NH:8][C:9](=[O:10])[c:11]1[c:12]([CH3:17])[n:13][c:14]([C:18]#[CH:19])[s:15]1. Reaction SMILES: [CH2:38]1[O:39][CH2:40][CH2:41][CH2:42]1.[CH3:10][Si:11]([CH3:12])([CH3:13])[C:14]#[N:15].[F:16][c:17]1[c:18]([CH:19]=[O:20])[cH:21][c:22]([O:36][CH3:37])[cH:23][c:24]1[O:25][Si:26]([CH:27]([CH3:28])[CH3:29])([CH:30]([CH3:31])[CH3:32])[CH:33]([CH3:34])[CH3:35].[NH2:1][c:2]1[cH:3][cH:4][c:5]([C:6]#[N:7])[cH:8][cH:9]1>>[NH:1]([c:2]1[cH:3][cH:4][c:5]([C:6]#[N:7])[cH:8][cH:9]1)[CH:19]([C:14]#[N:15])[c:18]1[c:17]([F:16])[c:24]([O:25][Si:26]([CH:27]([CH3:28])[CH3:29])([CH:30]([CH3:31])[CH3:32])[CH:33]([CH3:34])[CH3:35])[cH:23][c:22]([O:36][CH3:37])[cH:21]1. Yields the product COc1cc(O[Si](C(C)C)(C(C)C)C(C)C)c(F)c(C(C#N)Nc2ccc(C#N)cc2)c1. Starting materials: C1CCOC1, C[Si](C)(C)C#N, COc1cc(C=O)c(F)c(O[Si](C(C)C)(C(C)C)C(C)C)c1, N#Cc1ccc(N)cc1.